From a dataset of the Open Reaction Database (ORD), a public repository of structured organic reaction records. describe an organic reaction: reactants, conditions, products, and yield The reactants are FC(C1=CC=C(C=C1)/C=C/C(=O)OCCC1=C(C=C(C=C1)[N+](=O)[O-])[N+](=O)[O-])(OC1=CC=C(C=C1)OCCCC(F)(F)F)F (2-(2,4-dinitrophenyl)ethyl (2E)-3-(4-{difluoro[4-(4,4,4-trifluorobutoxy)-phenoxy]methyl}phenyl)prop-2-enoate), ferric chloride hexahydrate. Reagents/catalysts: [Zn] (zinc). The solvent is CN(C=O)C (N,N-di-methyl-formamide), O (water). Product: FC(C1=CC=C(C=C1)/C=C/C(=O)OCCC1=C(C=C(C=C1)N)N)(OC1=CC=C(C=C1)OCCCC(F)(F)F)F (2-(2,4-diaminophenyl)ethyl (2E)-3-(4-{difluoro[4-(4,4,4-trifluorobutoxy)phenoxy]methyl}phenyl)prop-2-enoate). Yield: 71.5%. Reaction SMILES: [F:1][C:2]([F:43])([O:28][C:29]1[CH:34]=[CH:33][C:32]([O:35][CH2:36][CH2:37][CH2:38][C:39]([F:42])([F:41])[F:40])=[CH:31][CH:30]=1)[C:3]1[CH:8]=[CH:7][C:6](/[CH:9]=[CH:10]/[C:11]([O:13][CH2:14][CH2:15][C:16]2[CH:21]=[CH:20][C:19]([N+:22]([O-])=O)=[CH:18][C:17]=2[N+:25]([O-])=O)=[O:12])=[CH:5][CH:4]=1>CN(C)C=O.O.[Zn]>[F:1][C:2]([F:43])([O:28][C:29]1[CH:34]=[CH:33][C:32]([O:35][CH2:36][CH2:37][CH2:38][C:39]([F:42])([F:41])[F:40])=[CH:31][CH:30]=1)[C:3]1[CH:4]=[CH:5][C:6](/[CH:9]=[CH:10]/[C:11]([O:13][CH2:14][CH2:15][C:16]2[CH:21]=[CH:20][C:19]([NH2:22])=[CH:18][C:17]=2[NH2:25])=[O:12])=[CH:7][CH:8]=1. Reported procedure: 5.11 g (8.38 mmol) of 2-(2,4-dinitrophenyl)ethyl (2E)-3-(4-{difluoro[4-(4,4,4-trifluorobutoxy)-phenoxy]methyl}phenyl)prop-2-enoate are dissolved in a mixture of 54 mL of N,N-di-methyl-formamide and 6 mL water. 13.9 g (51.4 mmol) ferric chloride hexahydrate are added. 5.60 g (85.7 mmol) zinc powder is added portion wise within 60 minutes. The mixture is allowed to react for 2 hours. The reaction mixture is partitioned between ethyl acetate and water and filtrated. The organic phase is washed repe... Reactants: solid, BrC1=CC(=CC=2C(=C3N(C12)CCNC3=O)C)C#N (6-bromo-10-methyl-1-oxo-1,2,3,4-tetrahydro-pyrazino[1,2-a]indole-8-carbonitrile), BrC1=CC(=CC=2C(=C3N(C12)CCNC3=O)C)C#N (6-bromo-10-methyl-1-oxo-1,2,3,4-tetrahydro-pyrazino[1,2-a]indole-8-carbonitrile), ClC=1C=C(C=CC1Cl)B(O)O (3,4-dichloro-phenylboronic acid). The product is ClC=1C=C(C=CC1Cl)C1=CC(=CC=2C(=C3N(C12)CCNC3=O)C)C#N (6-(3,4-Dichlorophenyl)-10-methyl-1-oxo-3,4-dihydro-2H-pyrazino[1,2-a]indole-8-carbonitrile). Reaction SMILES: Br[C:2]1[C:10]2[N:9]3[CH2:11][CH2:12][NH:13][C:14](=[O:15])[C:8]3=[C:7]([CH3:16])[C:6]=2[CH:5]=[C:4]([C:17]#[N:18])[CH:3]=1.[Cl:19][C:20]1[CH:21]=[C:22](B(O)O)[CH:23]=[CH:24][C:25]=1[Cl:26]>>[Cl:19][C:20]1[CH:21]=[C:22]([C:2]2[C:10]3[N:9]4[CH2:11][CH2:12][NH:13][C:14](=[O:15])[C:8]4=[C:7]([CH3:16])[C:6]=3[CH:5]=[C:4]([C:17]#[N:18])[CH:3]=2)[CH:23]=[CH:24][C:25]=1[Cl:26]. Procedure: The title compound, grey solid (46 mg, 50%), MS (ISP) m/z=370.3 [(M+H)+], mp 245° C., was prepared in accordance with the general method of example 1 from 6-bromo-10-methyl-1-oxo-1,2,3,4-tetrahydro-pyrazino[1,2-a]indole-8-carbonitrile (intermediate 16) (76 mg, 0.25 mmol) and commercially available 3,4-dichloro-phenylboronic acid (62.0 mg, 0.325 mmol). Starting materials: Cl (hydrochloric acid), C1(=CC=CC=C1)NC(NC1=C(OCOC)C(=CC(=C1)OC)C(C)(C)C)=O ([2-(3-phenyl-ureido)-4-methoxy-6-tert-butylphenoxy]methoxymethane). Solvent: CO (methanol). Conditions: time 1.5 hour. Product: C1(=CC=CC=C1)NC(NC1=C(C(=CC(=C1)OC)C(C)(C)C)O)=O (2-(3-phenylureido)-4-methoxy-6-tert-butylphenol). Isolated yield 82.9%. Reaction SMILES: Cl.[C:2]1([NH:8][C:9](=[O:27])[NH:10][C:11]2[CH:20]=[C:19]([O:21][CH3:22])[CH:18]=[C:17]([C:23]([CH3:26])([CH3:25])[CH3:24])[C:12]=2[O:13]COC)[CH:7]=[CH:6][CH:5]=[CH:4][CH:3]=1>CO>[C:2]1([NH:8][C:9](=[O:27])[NH:10][C:11]2[CH:20]=[C:19]([O:21][CH3:22])[CH:18]=[C:17]([C:23]([CH3:24])([CH3:26])[CH3:25])[C:12]=2[OH:13])[CH:7]=[CH:6][CH:5]=[CH:4][CH:3]=1. Reported procedure: Conc. hydrochloric acid (1.5 ml) was added to 30 ml of a methanol solution containing 2.2 g of [2-(3-phenyl-ureido)-4-methoxy-6-tert-butylphenoxy]methoxymethane and the mixture was stirred at room temperature for 1.5 hours. The solvent was removed under reduced pressure and the residue was extracted with ethyl acetate. The extract was washed and dried, and the solvent was removed under reduced pressure. Hexane was added to the residue and the resulting crystals were collected by filtration and r... Starting materials: C(C)C1=CC(=C(S1)N1C(=NN=C1CCCCCCCCCCC)CO)C(C1=CC=C(C=C1)OC)=O (5-ethyl-3-(4-methoxybenzoyl)-2-(3-hydroxymethyl-5-undecyl1,2,4-triazol-4-yl)thiophene), [BH4-].[Na+] (sodium borohydride). Solvent: C(C)O (ethanol). Product: C(C)C1=CC2=C(N3C(COC2C2=CC=C(C=C2)OC)=NN=C3CCCCCCCCCCC)S1 (2-ethyl-4-(4-methoxyphenyl)-9-undecyl-4H,6H-thieno[2,3-e][1,2,4]triazolo[3,4-c][1,4]oxazepine). The yield is 38.5%. As a reaction SMILES: [CH2:1]([C:3]1[S:7][C:6]([N:8]2[C:12]([CH2:13][CH2:14][CH2:15][CH2:16][CH2:17][CH2:18][CH2:19][CH2:20][CH2:21][CH2:22][CH3:23])=[N:11][N:10]=[C:9]2[CH2:24]O)=[C:5]([C:26](=[O:35])[C:27]2[CH:32]=[CH:31][C:30]([O:33][CH3:34])=[CH:29][CH:28]=2)[CH:4]=1)[CH3:2].[BH4-].[Na+]>C(O)C>[CH2:1]([C:3]1[S:7][C:6]2[N:8]3[C:12]([CH2:13][CH2:14][CH2:15][CH2:16][CH2:17][CH2:18][CH2:19][CH2:20][CH2:21][CH2:22][CH3:23])=[N:11][N:10]=[C:9]3[CH2:24][O:35][CH:26]([C:27]3[CH:32]=[CH:31][C:30]([O:33][CH3:34])=[CH:29][CH:28]=3)[C:5]=2[CH:4]=1)[CH3:2] |f:1.2|. Reported procedure: 5-Ethyl-3-(4-methoxybenzoyl)-2-(3-hydroxymethyl-5-undecyl-1,2,4-triazol-4-yl)thiophene (4.4 g) obtained in Example 20 was dissolved in ethanol (100 ml). Thereto was added sodium borohydride (0.16 g) with stirring and the mixture was stirred at room temperature for 1 hour. After the ethanol was distilled away, 5% aqueous sodium hydrogencarbonate was added thereto and the liberated oily substance was extracted with ethyl acetate. The extract was washed with water and dried over anhydrous magnesium... Reactants: O (water), [C-]#N.[K+] (potassium cyanide), ClCCC1CCN(CC1)C1=NC=CC2=CC=CC=C12 (1-[4-(2-chloroethyl)-1-piperidyl]isoquinoline), [I-].[K+] (potassium iodide). The solvent is C(C)(=O)OCC (ethyl acetate), CS(=O)C (dimethyl sulfoxide). Reaction conditions: temperature 120 celsius. The product is C1(=NC=CC2=CC=CC=C12)N1CCC(CC1)CCC#N (3-[1-(1-Isoquinolyl)-4-piperidyl]propanenitrile). Reaction SMILES: [C-:1]#[N:2].[K+].Cl[CH2:5][CH2:6][CH:7]1[CH2:12][CH2:11][N:10]([C:13]2[C:22]3[C:17](=[CH:18][CH:19]=[CH:20][CH:21]=3)[CH:16]=[CH:15][N:14]=2)[CH2:9][CH2:8]1.[I-].[K+].O>CS(C)=O.C(OCC)(=O)C>[C:13]1([N:10]2[CH2:11][CH2:12][CH:7]([CH2:6][CH2:5][C:1]#[N:2])[CH2:8][CH2:9]2)[C:22]2[C:17](=[CH:18][CH:19]=[CH:20][CH:21]=2)[CH:16]=[CH:15][N:14]=1 |f:0.1,3.4|. Reported procedure: 0.63 g (9.57 mmol) of potassium cyanide is added portionwise to a suspension of 2.63 g (9.57 mmol) of 1-[4-(2-chloroethyl)-1-piperidyl]isoquinoline, prepared in step 2.2, and 0.048 g (0.29 mmol) of potassium iodide in 30 ml of dimethyl sulfoxide. The reaction mixture is maintained at about 120° C. for 16 hours. The mixture is allowed to cool to room temperature and 90 ml of water and ethyl acetate are then added. The aqueous phase is separated out and extracted three times with ethyl acetate, th...